This data is from the Open Reaction Database (ORD), a public repository of structured organic reaction records. The task is: describe an organic reaction: reactants, conditions, products, and yield The reactants are CC(=O)C (acetone), OC(S(=O)(=O)O)C(C1=CC=C(C=C1)OCCC(C)C)=O (hydroxy [p-(isopentyloxy)benzoyl]methanesulfonic acid), [Na] (sodium), Cl (hydrochloric acid). Product: OC(C(=O)C1=CC=C(C=C1)OCCC(C)C)O (2,2-dihydroxy-4'-(isopentyloxy)acetophenone). RXN SMILES: [OH:1][CH:2]([C:7](=[O:20])[C:8]1[CH:13]=[CH:12][C:11]([O:14][CH2:15][CH2:16][CH:17]([CH3:19])[CH3:18])=[CH:10][CH:9]=1)S(O)(=O)=O.[Na].Cl.CC(C)=[O:25]>>[OH:1][CH:2]([OH:25])[C:7]([C:8]1[CH:13]=[CH:12][C:11]([O:14][CH2:15][CH2:16][CH:17]([CH3:19])[CH3:18])=[CH:10][CH:9]=1)=[O:20] |^1:20|. Procedure: A 6.0 g. portion of hydroxy [p-(isopentyloxy)benzoyl]methanesulfonic acid, sodium salt was dissolved in a mixture of 100 ml. of 0.5N hydrochloric acid and 15 ml. of acetone. The solid was collected, giving the desired product, m.p. 80°-85° C. Reaction SMILES: [N+:1]([C:4]([CH3:12])=[CH:5][C:6]1[CH:11]=[CH:10][CH:9]=[CH:8][CH:7]=1)([O-:3])=[O:2].CCOCC.[CH3:18][Li].[N+:20](C([N+]([O-])=O)([N+]([O-])=O)[N+]([O-])=O)([O-:22])=[O:21]>C1COCC1>[N+:1]([C:4]([N+:20]([O-:22])=[O:21])([CH:5]([C:6]1[CH:11]=[CH:10][CH:9]=[CH:8][CH:7]=1)[CH3:18])[CH3:12])([O-:3])=[O:2]. The reactants are [N+](=O)([O-])C([N+](=O)[O-])([N+](=O)[O-])[N+](=O)[O-] (tetranitromethane), [N+](=O)([O-])C(=CC1=CC=CC=C1)C (2-nitro-1-phenyl-1-propene), CCOCC (ether), C[Li] (methyllithium), CH3 (CH2)3. Yields the product [N+](=O)([O-])C(C)(C(C)C1=CC=CC=C1)[N+](=O)[O-] (2,2-Dinitro-3-phenylbutane). Isolated yield 60.0%. Procedure: To a solution of 4.03 g (0.025 mol) of 2-nitro-1-phenyl-1-propene dissolved in 30 ml of dry THF (cooled to -40° C. with an acetronitrile-dry ice bath) and under a positive nitrogen atmosphere was added with stirring 22 ml (0.05 mol) of a 5% ether solution of methyllithium. The resulting solution was stirred for 1 h at -40° C. followed by the addition of 4.9 g (0.025 mol) of tetranitromethane. The solution was then allowed to warm to room temperature and stirred an additional hour. The resulting ... Run at temperature -40 celsius, time 1 hour. Solvent: C1CCOC1 (THF). Reactants: CN1CC(C=C(C1)O)=O (1-methyl-3-oxo-5-hydroxy-1,2,3,6-tetrahydropyridine), ClC1=C(C=O)C(=CC=C1)Cl (2,6-dichlorobenzaldehyde), COC(\C=C(\C)/N)=O (methyl-3-aminocrotonate). Run in C(C)O (ethanol). Product: COC(=O)C1=C(NC=2CN(CC(C2C1C1=C(C=CC=C1Cl)Cl)=O)C)C (4-(2,6-Dichlorophenyl)-1,4,5,6,7,8-hexahydro-2,7-dimethyl-5-oxo-1,7-naphthyridine-3-carboxylic acid methyl ester). As a reaction SMILES: [CH3:1][N:2]1[CH2:7][C:6](O)=[CH:5][C:4](=[O:9])[CH2:3]1.[Cl:10][C:11]1[CH:18]=[CH:17][CH:16]=[C:15]([Cl:19])[C:12]=1[CH:13]=O.[CH3:20][O:21][C:22](=[O:27])/[CH:23]=[C:24](\[NH2:26])/[CH3:25]>C(O)C>[CH3:20][O:21][C:22]([C:23]1[CH:13]([C:12]2[C:11]([Cl:10])=[CH:18][CH:17]=[CH:16][C:15]=2[Cl:19])[C:5]2[C:4](=[O:9])[CH2:3][N:2]([CH3:1])[CH2:7][C:6]=2[NH:26][C:24]=1[CH3:25])=[O:27]. Procedure details: A mixture of 7.25 g. of 1-methyl-3-oxo-5-hydroxy-1,2,3,6-tetrahydropyridine, 8.75 g. of 2,6-dichlorobenzaldehyde, 5.94 g. of methyl-3-aminocrotonate (97%) and 135 ml. of ethanol were heated at reflux for 3 hours. The mixture was filtered and the filtrate was evaporated to dryness. The residue was slurried with ethanol and the solid was separated by filtration. The solid, m.p. 258°-260° C. dec, was suspended in ethanol and saturated with hydrogen chloride. The solution was evaporated to dryness. ... Reactants: CCCC[Sn](Cl)(Cl)CCCC, Fc1cc2nc(-c3ccc(Cl)cc3)n(C(COCC3CCCCC3)C3CCCCC3)c2cc1F, N#Cc1ccc(N)cc1, C1CCOC1, [SiH3]c1ccccc1. Yields the product N#Cc1ccc(NCC(C2CCCCC2)n2c(-c3ccc(Cl)cc3)nc3cc(F)c(F)cc32)cc1. As a reaction SMILES: [CH2:1]([Sn:2]([Cl:3])([Cl:4])[CH2:5][CH2:6][CH2:7][CH3:8])[CH2:9][CH2:10][CH3:11].[Cl:12][c:13]1[cH:14][cH:15][c:16](-[c:19]2[n:20][c:21]3[c:22]([n:23]2[CH:24]([CH2:25][O:26][CH2:27][CH:28]2[CH2:29][CH2:30][CH2:31][CH2:32][CH2:33]2)[CH:34]2[CH2:35][CH2:36][CH2:37][CH2:38][CH2:39]2)[cH:40][c:41]([F:45])[c:42]([F:44])[cH:43]3)[cH:17][cH:18]1.[NH2:46][c:47]1[cH:48][cH:49][c:50]([C:51]#[N:52])[cH:53][cH:54]1.[O:62]1[CH2:63][CH2:64][CH2:65][CH2:66]1.[c:55]1([SiH3:56])[cH:57][cH:58][cH:59][cH:60][cH:61]1>>[Cl:12][c:13]1[cH:14][cH:15][c:16](-[c:19]2[n:20][c:21]3[c:22]([n:23]2[CH:24]([CH2:25][NH:46][c:47]2[cH:48][cH:49][c:50]([C:51]#[N:52])[cH:53][cH:54]2)[CH:34]2[CH2:35][CH2:36][CH2:37][CH2:38][CH2:39]2)[cH:40][c:41]([F:45])[c:42]([F:44])[cH:43]3)[cH:17][cH:18]1.